Dataset: the Open Reaction Database (ORD), a public repository of structured organic reaction records. Task: describe an organic reaction: reactants, conditions, products, and yield The reactants are C(C)OC1=CC=C(C=C1)C1=NC(=NC=C1)Cl (4-(4-ethoxy-phenyl)-2-chloro-pyrimidine), NCCC1=CC(=C(C=C1)O)OC (4-(2-Amino-ethyl)-2-methoxy-phenol), 366. Product: C(C)OC1=CC=C(C=C1)C1=NC(=NC=C1)NCCC1=CC(=C(C=C1)O)OC (4-{2-[4-(4-ethoxy-phenyl)-pyrimidin-2-ylamino]-ethyl}-2-methoxy-phenol). As a reaction SMILES: [CH2:1]([O:3][C:4]1[CH:9]=[CH:8][C:7]([C:10]2[CH:15]=[CH:14][N:13]=[C:12](Cl)[N:11]=2)=[CH:6][CH:5]=1)[CH3:2].[NH2:17][CH2:18][CH2:19][C:20]1[CH:25]=[CH:24][C:23]([OH:26])=[C:22]([O:27][CH3:28])[CH:21]=1>>[CH2:1]([O:3][C:4]1[CH:9]=[CH:8][C:7]([C:10]2[CH:15]=[CH:14][N:13]=[C:12]([NH:17][CH2:18][CH2:19][C:20]3[CH:25]=[CH:24][C:23]([OH:26])=[C:22]([O:27][CH3:28])[CH:21]=3)[N:11]=2)=[CH:6][CH:5]=1)[CH3:2]. Procedure details: Intermediate 47 was coupled with 4-(2-Amino-ethyl)-2-methoxy-phenol following procedure F. LC-MS showed the product had the expected M+H+ of 366. 1H NMR (Varian 300 MHz, DMSO-d6, shifts relative to the solvent peak at 2.49 ppm) δ 8.0 (d, 1H), 7.1-7.0 (m, 4H) 6.8 (s, 1H), δ 6.7-6.6 (m, 3H), δ 4.0 (q, 2H), δ 3.7 (s, 3H), 3.5 (t, 2H), δ 2.7 (t, 2H), 1.3 (t, 3H). The reactants are ClC(=O)OC(C)Cl (α-chloroethyl chloroformate), C(C1=CC=CC=C1)N1CCC(CC1)C1=CC(=C(C=C1)Cl)C(F)(F)F (1-Benzyl-4-(4-chloro-3-trifluoromethyl-phenyl)-piperidine). Run in ClCCCl (1,2-dichloroethane), ClCCCl (1,2-dichloroethane). Yields the product ClC1=C(C=C(C=C1)C1CCNCC1)C(F)(F)F (4-(4-chloro-3-trifluoromethyl-phenyl)-piperidine), Cl (HCl). Isolated yield 882.2%. Reaction SMILES: C([N:8]1[CH2:13][CH2:12][CH:11]([C:14]2[CH:19]=[CH:18][C:17]([Cl:20])=[C:16]([C:21]([F:24])([F:23])[F:22])[CH:15]=2)[CH2:10][CH2:9]1)C1C=CC=CC=1.[Cl:25]C(OC(Cl)C)=O>ClCCCl>[Cl:20][C:17]1[CH:18]=[CH:19][C:14]([CH:11]2[CH2:12][CH2:13][NH:8][CH2:9][CH2:10]2)=[CH:15][C:16]=1[C:21]([F:24])([F:22])[F:23].[ClH:25]. Procedure: A solution of 1-Benzyl-4-(4-chloro-3-trifluoromethyl-phenyl)-piperidine (1.1 g) in 1,2-dichloroethane (50 ml) was cooled to 0° C. Then α-chloroethyl chloroformate (1.5 g) dissolved in 1,2-dichloroethane (30 ml) was added dropwise at 0° C. The reaction mixture was then brought to reflux for 2 days. The volatiles were evaporated in vacuo and the residue triturated with methanol. The mixture was brought to reflux for 4 hours. The solvent was evaporated to afford the title compound as HCl salt (ligh... Reactants: CC(C)N1CCCNCC1, OCc1cnc(-c2ccccc2F)[nH]1, O=S(Cl)Cl. The product is CC(C)N1CCCN(Cc2cnc(-c3ccccc3F)[nH]2)CC1. As a reaction SMILES: [CH:15]([CH3:16])([CH3:17])[N:18]1[CH2:19][CH2:20][NH:21][CH2:22][CH2:23][CH2:24]1.[F:1][c:2]1[c:3](-[c:8]2[nH:9][c:10]([CH2:13][OH:14])[cH:11][n:12]2)[cH:4][cH:5][cH:6][cH:7]1.[S:25]([Cl:26])([Cl:27])=[O:28]>>[F:1][c:2]1[c:3](-[c:8]2[nH:9][c:10]([CH2:13][N:21]3[CH2:20][CH2:19][N:18]([CH:15]([CH3:16])[CH3:17])[CH2:24][CH2:23][CH2:22]3)[cH:11][n:12]2)[cH:4][cH:5][cH:6][cH:7]1. Starting materials: S(=O)(=O)(C)Cl (mesyl chloride), C([O-])(O)=O.[Na+] (sodium bicarbonate), [N+](=O)([O-])C1=CC=C(C=C1)C1OCC2=C(CO1)C=C(C=C2)CO ([7-(4-nitrophenyl)-(5H,9H)-6,8-dioxabenzocyclohepten-2-yl]methanol), C(C)(C)N(CC)C(C)C (diisopropylethylamine). The solvent is ClCCl (dichloromethane), ClCCl (dichloromethane). The product is [N+](=O)([O-])C1=CC=C(C=C1)C1OCC2=C(CO1)C=C(C=C2)COS(=O)(=O)C (methanesulfonic acid [7-(4-nitrophenyl)-(5H,9H)-6,8-dioxabenzocyclohepten-2-yl]methyl ester). Isolated yield 15.8%. As a reaction SMILES: [N+:1]([C:4]1[CH:9]=[CH:8][C:7]([CH:10]2[O:16][CH2:15][C:14]3[CH:17]=[C:18]([CH2:21][OH:22])[CH:19]=[CH:20][C:13]=3[CH2:12][O:11]2)=[CH:6][CH:5]=1)([O-:3])=[O:2].C(N(C(C)C)CC)(C)C.[S:32](Cl)([CH3:35])(=[O:34])=[O:33].C(=O)(O)[O-].[Na+]>ClCCl>[N+:1]([C:4]1[CH:5]=[CH:6][C:7]([CH:10]2[O:16][CH2:15][C:14]3[CH:17]=[C:18]([CH2:21][O:22][S:32]([CH3:35])(=[O:34])=[O:33])[CH:19]=[CH:20][C:13]=3[CH2:12][O:11]2)=[CH:8][CH:9]=1)([O-:3])=[O:2] |f:3.4|. Procedure: 3 g (10 mmol) of [7-(4-nitrophenyl)-(5H,9H)-6,8-dioxabenzocyclohepten-2-yl]methanol in 50 ml of dichloromethane are introduced into a flask. 1.54 g (12 mmol) of diisopropylethylamine are added and 1.37 g (12 mmol) of mesyl chloride in solution in 10 ml of dichloromethane are added dropwise at −5° C. After 1 hour 30 minutes of reaction at −5° C., 20 ml of a 5% sodium bicarbonate solution are added, the phases are separated by decantation and the organic phase is washed with water. It is dried ove... Reactants: CCOCC (ether), ClCCN(P1(OCCC(N1)OC)=O)CCCl (2-(bis-(2-chloroethyl)-amino)-4-methoxy-tetrahydro-2H-1,3,2-oxazaphosphorin-2-oxide), C1(CCCCC1)[NH3+].SCCS(=O)(=O)[O-] (cyclohexylammonium 2-mercaptoethanesulphonate), ClC(C(=O)O)(Cl)Cl (trichloroacetic acid). Run in CN(C=O)C (dimethylformamide). Conditions: time 20 hour. Product: C1(CCCCC1)[NH3+].ClCCN(P1(OCCC(N1)SCCS(=O)(=O)[O-])=O)CCCl (2-[2-(bis-(2-chloroethyl)-amino)-2-oxo-tetrahydro-2H-1,3,2-oxazaphosphorin-4-yl-thio]-ethanesulphonic acid cyclohexylammonium salt). Reaction SMILES: [Cl:1][CH2:2][CH2:3][N:4]([CH2:14][CH2:15][Cl:16])[P:5]1(=[O:13])[NH:10][CH:9](OC)[CH2:8][CH2:7][O:6]1.[CH:17]1([NH3+:23])[CH2:22][CH2:21][CH2:20][CH2:19][CH2:18]1.[SH:24][CH2:25][CH2:26][S:27]([O-:30])(=[O:29])=[O:28].ClC(Cl)(Cl)C(O)=O.CCOCC>CN(C)C=O>[CH:17]1([NH3+:23])[CH2:22][CH2:21][CH2:20][CH2:19][CH2:18]1.[Cl:1][CH2:2][CH2:3][N:4]([CH2:14][CH2:15][Cl:16])[P:5]1(=[O:13])[NH:10][CH:9]([S:24][CH2:25][CH2:26][S:27]([O-:30])(=[O:29])=[O:28])[CH2:8][CH2:7][O:6]1 |f:1.2,6.7|. Procedure: 2.9 g (10 mmol) of 2-(bis-(2-chloroethyl)-amino)-4-methoxy-tetrahydro-2H-1,3,2-oxazaphosphorin-2-oxide and 2.4 g (10 mmol) of cyclohexylammonium-2-mercaptoethanesulphonate were dissolved with some trichloroacetic acid in 10 ml of dimethylformamide and were stored at -25° C. for 20 hours. After leaving the mixture to stand for another three hours at 0° C., it was mixed with ether until clouding commenced, triturated, the crystallised material was filtered with suction after standing for 20 hours ... Reactants: CCCCCC (hexane), C(C)(=O)OCC (ethyl acetate), C(C)(=O)OCC (ethyl acetate), crude product, FC1=C(OC2=CC(=NC=C2)NC(=O)C2CCN(CC2)C(=O)OC(C)(C)C)C=CC(=C1)[N+](=O)[O-] (t-butyl 4-[4-(2-fluoro-4-nitrophenoxy)pyridin-2-ylcarbamoyl]piperidine-1-carboxylate), BW-300. The reagents and catalysts are [C].[Pd] (palladium carbon), [C].[Pd] (palladium carbon). Solvent: CO (methanol), CO (methanol). Run at time 2 hour. The product is NC1=CC(=C(OC2=CC(=NC=C2)NC(=O)C2CCN(CC2)C(=O)OC(C)(C)C)C=C1)F (t-Butyl 4-[4-(4-amino-2-fluorophenoxy)pyridin-2-ylcarbamoyl]piperidine-1-carboxylate). The yield is 36.1%. RXN SMILES: [F:1][C:2]1[CH:30]=[C:29]([N+:31]([O-])=O)[CH:28]=[CH:27][C:3]=1[O:4][C:5]1[CH:10]=[CH:9][N:8]=[C:7]([NH:11][C:12]([CH:14]2[CH2:19][CH2:18][N:17]([C:20]([O:22][C:23]([CH3:26])([CH3:25])[CH3:24])=[O:21])[CH2:16][CH2:15]2)=[O:13])[CH:6]=1.CCCCCC.C(OCC)(=O)C>CO.[C].[Pd]>[NH2:31][C:29]1[CH:28]=[CH:27][C:3]([O:4][C:5]2[CH:10]=[CH:9][N:8]=[C:7]([NH:11][C:12]([CH:14]3[CH2:19][CH2:18][N:17]([C:20]([O:22][C:23]([CH3:25])([CH3:26])[CH3:24])=[O:21])[CH2:16][CH2:15]3)=[O:13])[CH:6]=2)=[C:2]([F:1])[CH:30]=1 |f:4.5|. Reported procedure: To a solution of a crude product of t-butyl 4-[4-(2-fluoro-4-nitrophenoxy)pyridin-2-ylcarbamoyl]piperidine-1-carboxylate (548 mg) in methanol (50 ml) was added 10% palladium carbon (100 mg), followed by stirring under a hydrogen atmosphere at room temperature for 2 hrs. The catalyst was filtered. The filtrate was concentrated under a reduced pressure to give a residue, which was then subjected to silica gel column chromatography (Fuji Silysia BW-300, eluent; hexane:ethyl acetate=1:1 to 1:2, then... Starting materials: CCCCNC(=O)Cc1ccccc1, CN1CCCC1=O, Cc1coc(S(=O)C2CCCCC2)n1, O. Yields the product CCCCN(C(=O)Cc1ccccc1)c1nc(C)co1. Reaction SMILES: [CH2:1]([CH2:2][CH2:3][CH3:4])[NH:5][C:6]([CH2:7][c:8]1[cH:9][cH:10][cH:11][cH:12][cH:13]1)=[O:14].[CH3:30][N:31]1[CH2:32][CH2:33][CH2:34][C:35]1=[O:36].[CH:15]1([S:16](=[O:17])[c:23]2[o:24][cH:25][c:26]([CH3:28])[n:27]2)[CH2:18][CH2:19][CH2:20][CH2:21][CH2:22]1.[OH2:29]>>[CH2:1]([CH2:2][CH2:3][CH3:4])[N:5]([C:6]([CH2:7][c:8]1[cH:9][cH:10][cH:11][cH:12][cH:13]1)=[O:14])[c:23]1[o:24][cH:25][c:26]([CH3:28])[n:27]1.